Task: describe an organic reaction: reactants, conditions, products, and yield. Dataset: the Open Reaction Database (ORD), a public repository of structured organic reaction records The reactants are ClC1=C(C=CC=C1)C1CC(C=2C(=NNC2C1)C)=O (6-(2-chlorophenyl)-3-methyl-4-oxo-4,5,6,7-tetrahydroindazole), C1(=CC=C(C=C1)S(=O)(=O)O)C.NNC(=N)NC (1-amino-3-methylguanidine p-toluenesulfonate), Cl (hydrochloric acid). Solvent: C(C)O (ethanol). Run at time 60 hour. Product: Cl.ClC1=C(C=CC=C1)C1CC(C=2C(=NNC2C1)C)=NNC(NC)=N (6-(2-chlorophenyl)-3-methyl-4-(1-methylguanidin-3-yl)imino-4,5,6,7-tetrahydroindazole hydrochloride). Yield: 145.6%. RXN SMILES: [Cl:1][C:2]1[CH:7]=[CH:6][CH:5]=[CH:4][C:3]=1[CH:8]1[CH2:16][C:15]2[NH:14][N:13]=[C:12]([CH3:17])[C:11]=2[C:10](=O)[CH2:9]1.C1(C)C=CC(S(O)(=O)=O)=CC=1.[NH2:30][NH:31][C:32]([NH:34][CH3:35])=[NH:33].Cl>C(O)C>[ClH:1].[Cl:1][C:2]1[CH:7]=[CH:6][CH:5]=[CH:4][C:3]=1[CH:8]1[CH2:16][C:15]2[NH:14][N:13]=[C:12]([CH3:17])[C:11]=2[C:10](=[N:30][NH:31][C:32](=[NH:33])[NH:34][CH3:35])[CH2:9]1 |f:1.2,5.6|. Reported procedure: A mixture of 6-(2-chlorophenyl)-3-methyl-4-oxo-4,5,6,7-tetrahydroindazole (78 mg), 1-amino-3-methylguanidine p-toluenesulfonate (86 mg) and concentrated hydrochloric acid (0.1 ml) in ethanol (1 ml) was stirred at room temperature for 60 hours, and crystals precipitated during the reaction were filtered and washed with ethanol. To the crystals were added ethyl acetate (60 ml) and 2 N sodium hydroxide (5 ml) to dissolve the crystals. The separated ethyl acetate layer was washed with water (10 ml, ... The reactants are [BH4-].[Na+].B(F)(F)F (sodium borohydride boron trifluoride), [BH4-].[Na+] (sodium borohydride), B(F)(F)F.CCOCC (boron trifluoride diethyl etherate), anhydride tetrahydrofuran, C1(C=2C(C(=O)O1)=CC=CC2)=O (phthalic anhydride), C([O-])([O-])=O.[K+].[K+] (potassium carbonate). The solvent is O1CCCC1 (tetrahydrofuran), O (water), O1CCCC1 (tetrahydrofuran), C(C)OCC (diethyl ether). Run at temperature 20 celsius, time 12 hour. The product is C=1(C(=CC=CC1)CO)CO (1,2-benzene dimethanol). The yield is 94.8%. RXN SMILES: [BH4-].[Na+].B(F)(F)F.CCOCC.[C:12]1(=O)[O:17][C:15](=[O:16])[C:14]2=[CH:18][CH:19]=[CH:20][CH:21]=[C:13]12.[BH4-].[Na+].B(F)(F)F.C(=O)([O-])[O-].[K+].[K+]>C(OCC)C.O.O1CCCC1>[C:13]1([CH2:12][OH:17])[C:14]([CH2:15][OH:16])=[CH:18][CH:19]=[CH:20][CH:21]=1 |f:0.1,2.3,5.6.7,8.9.10|. Procedure: A 2-liter, 4-necked glass reaction vessel equipped as described in Example 1 was charged with 44.6 grams (1.12 moles plus 5% excess) of sodium borohydride, 0.75 liter of tetrahydrofuran, and 0.185 liter (1.5 moles) of boron trifluoride diethyl etherate at 0°-5°C using the procedure described in Example 1. In a separate 3-liter, 4-necked glass reaction vessel equipped as described in Example 1 was placed 148 grams (1.0 mole) of phthalic anhydride and 0.25 liter of tetrahydrofuran. The resulting s...